describe an organic reaction: reactants, conditions, products, and yield From a dataset of the Open Reaction Database (ORD), a public repository of structured organic reaction records. Reactants: CCOC(=O)C=C(C)c1ccc(-c2ccccc2C)cc1, CC(C)C[AlH]CC(C)C. The product is CC(=CCO)c1ccc(-c2ccccc2C)cc1. RXN SMILES: [CH3:10][c:11]1[c:12](-[c:17]2[cH:18][cH:19][c:20]([C:23](=[CH:24][C:25](=[O:26])[O:27][CH2:28][CH3:29])[CH3:30])[cH:21][cH:22]2)[cH:13][cH:14][cH:15][cH:16]1.[CH3:1][CH:2]([CH2:3][AlH:4][CH2:5][CH:6]([CH3:7])[CH3:8])[CH3:9]>>[CH3:10][c:11]1[c:12](-[c:17]2[cH:18][cH:19][c:20]([C:23](=[CH:24][CH2:25][OH:26])[CH3:30])[cH:21][cH:22]2)[cH:13][cH:14][cH:15][cH:16]1. Reactants: ClC1=CC=C(C=C1)C1=NOC=C1COC=1N=CC(=NC1)C(=O)O (5-[3-(4-chloro-phenyl)-isoxazol-4-ylmethoxy]-pyrazine-2-carboxylic acid), N[C@H](C)CO (D-alaninol), O.ON1N=NC2=C1C=CC=C2 (1-hydroxybenzotriazole hydrate), C(C)N(C(C)C)C(C)C (N-ethyldiisopropylamine), Cl.CN(CCCN=C=NCC)C (N-(3-dimethylaminopropyl)-N′-ethylcarbodiimide hydrochloride). Run in C1CCOC1 (THF), O (water). Reaction conditions: time 72 hour. Product: OC[C@H](C)NC(=O)C1=NC=C(N=C1)OCC=1C(=NOC1)C1=CC=C(C=C1)Cl (5-[3-(4-Chloro-phenyl)-isoxazol-4-ylmethoxy]-pyrazine-2-carboxylic acid ((S)-2-hydroxy-1-methyl-ethyl)-amide). Yield: 41.8%. RXN SMILES: [Cl:1][C:2]1[CH:7]=[CH:6][C:5]([C:8]2[C:12]([CH2:13][O:14][C:15]3[N:16]=[CH:17][C:18]([C:21]([OH:23])=O)=[N:19][CH:20]=3)=[CH:11][O:10][N:9]=2)=[CH:4][CH:3]=1.[NH2:24][C@@H:25]([CH2:27][OH:28])[CH3:26].O.ON1C2C=CC=CC=2N=N1.C(N(C(C)C)C(C)C)C.Cl.CN(C)CCCN=C=NCC>C1COCC1.O>[OH:28][CH2:27][C@@H:25]([NH:24][C:21]([C:18]1[CH:17]=[N:16][C:15]([O:14][CH2:13][C:12]2[C:8]([C:5]3[CH:4]=[CH:3][C:2]([Cl:1])=[CH:7][CH:6]=3)=[N:9][O:10][CH:11]=2)=[CH:20][N:19]=1)=[O:23])[CH3:26] |f:2.3,5.6|. Procedure details: To a solution of 5-[3-(4-chloro-phenyl)-isoxazol-4-ylmethoxy]-pyrazine-2-carboxylic acid (80 mg, 0.24 mmol) and D-alaninol (22.8 □L, 0.29 mmol) in THF (7 mL) was added 1-hydroxybenzotriazole hydrate (37.3 mg, 0.24 mmol), N-ethyldiisopropylamine (105.2 □L, 0.60 mmol) and N-(3-dimethylaminopropyl)-N′-ethylcarbodiimide hydrochloride (47.1 mg, 0.24 mmol) at room temperature under nitrogen. The reaction mixture was stirred at room temperature for 72 h. Then the reaction mixture was diluted with water...